Dataset: the Open Reaction Database (ORD), a public repository of structured organic reaction records. Task: describe an organic reaction: reactants, conditions, products, and yield Starting materials: COC=C1C(=O)NC(=O)c2ccc(I)cc21, CN(C)C=O, COc1cnc(CN)cc1O. The product is COc1cnc(CNC=C2C(=O)NC(=O)c3ccc(I)cc32)cc1O. Reaction SMILES: [CH3:12][O:13][CH:14]=[C:15]1[C:16](=[O:27])[NH:17][C:18](=[O:26])[c:19]2[cH:20][cH:21][c:22]([I:25])[cH:23][c:24]21.[CH3:28][N:29]([CH3:30])[CH:31]=[O:32].[NH2:1][CH2:2][c:3]1[n:4][cH:5][c:6]([O:10][CH3:11])[c:7]([OH:9])[cH:8]1>>[NH:1]([CH2:2][c:3]1[n:4][cH:5][c:6]([O:10][CH3:11])[c:7]([OH:9])[cH:8]1)[CH:14]=[C:15]1[C:16](=[O:27])[NH:17][C:18](=[O:26])[c:19]2[cH:20][cH:21][c:22]([I:25])[cH:23][c:24]21. The reactants are FC(C=1C=C(C=CC1)CC#N)(F)F (3-trifluoromethyl-phenylacetonitrile), BrCC(=O)OCC (ethyl bromoacetate). Yields the product C(C)OC(CC(CC(=O)OCC)(C1=CC(=CC=C1)C(F)(F)F)C#N)=O (3-cyano-3-(3-trifluoromethyl-phenyl)-pentanedioic acid diethyl ester). Reaction SMILES: [F:1][C:2]([F:13])([F:12])[C:3]1[CH:4]=[C:5]([CH2:9][C:10]#[N:11])[CH:6]=[CH:7][CH:8]=1.Br[CH2:15][C:16]([O:18][CH2:19][CH3:20])=[O:17]>>[CH2:19]([O:18][C:16](=[O:17])[CH2:15][C:9]([C:10]#[N:11])([C:5]1[CH:6]=[CH:7][CH:8]=[C:3]([C:2]([F:12])([F:13])[F:1])[CH:4]=1)[CH2:15][C:16]([O:18][CH2:19][CH3:20])=[O:17])[CH3:20]. Procedure details: Prepare by the method of example 1.1.2 using 3-trifluoromethyl-phenylacetonitrile (0.161 mol) and ethyl bromoacetate (0.325 mol). Chromatograph on silica gel to give the title compound. Starting materials: CC1CCC(C(C1)N)C(C)C (neomenthylamine), C1(CC(C(CC1)C(C)C)N)C (menthylamine), CC1CCC(C(C1)N)C(C)C (neomenthylamine), O1C(=CC=C1)C(=O)Cl (furan-2-carbonyl chloride). Product: C(C)(C)[C@H]1[C@H](C[C@@H](CC1)C)NC(=O)C=1OC=CC1.C(C)(C)[C@@H]1[C@@H](C[C@H](CC1)C)NC(=O)C=1OC=CC1 (Furan-2-carboxylic acid((1S,2S,5R)-2-isopropyl-5-methylcyclohexyl)amide furan-2-carboxylic acid((1R,2R,5S)-2-isopropyl-5-methylcyclohexyl)amide). As a reaction SMILES: [CH3:1][CH:2]1[CH2:7][CH:6]([NH2:8])[CH:5]([CH:9]([CH3:11])[CH3:10])[CH2:4][CH2:3]1.[O:12]1[CH:16]=[CH:15][CH:14]=[C:13]1[C:17](Cl)=[O:18]>>[CH:9]([C@@H:5]1[CH2:4][CH2:3][C@@H:2]([CH3:1])[CH2:7][C@@H:6]1[NH:8][C:17]([C:13]1[O:12][CH:16]=[CH:15][CH:14]=1)=[O:18])([CH3:11])[CH3:10].[CH:9]([C@H:5]1[CH2:4][CH2:3][C@H:2]([CH3:1])[CH2:7][C@H:6]1[NH:8][C:17]([C:13]1[O:12][CH:16]=[CH:15][CH:14]=1)=[O:18])([CH3:11])[CH3:10] |f:2.3|. Procedure details: The aforementioned product is obtained as a colorless solid containing in total 94.7% of the desired neomenthylamine derivatives from racemic neomenthylamine, as in the GP, by reaction with furan-2-carbonyl chloride. Furthermore, two further isomeric menthylamine derivatives are present at 3.8% and 1.3%, corresponding to a purity over all stereoisomers of 99.8%. Starting materials: C(C1=CC=CC=C1)OC=1C=C(C=CC1)CS(=O)(=O)Cl ((3-benzyloxyphenyl)methanesulfonyl chloride), COC1=C(CN)C=CC(=C1)OC (2,4-dimethoxybenzylamine). Run in C1CCOC1 (THF), C(C)(=O)OCC (ethyl acetate). Run at time 30 minute. Yields the product C(C1=CC=CC=C1)OC=1C=C(C=CC1)CS(=O)(=O)NCC1=C(C=C(C=C1)OC)OC (C-(3-Benzyloxyphenyl)-N-(2,4-dimethoxybenzyl)methanesulfonamide). As a reaction SMILES: [CH2:1]([O:8][C:9]1[CH:10]=[C:11]([CH2:15][S:16](Cl)(=[O:18])=[O:17])[CH:12]=[CH:13][CH:14]=1)[C:2]1[CH:7]=[CH:6][CH:5]=[CH:4][CH:3]=1.[CH3:20][O:21][C:22]1[CH:29]=[C:28]([O:30][CH3:31])[CH:27]=[CH:26][C:23]=1[CH2:24][NH2:25]>C1COCC1.C(OCC)(=O)C>[CH2:1]([O:8][C:9]1[CH:10]=[C:11]([CH2:15][S:16]([NH:25][CH2:24][C:23]2[CH:26]=[CH:27][C:28]([O:30][CH3:31])=[CH:29][C:22]=2[O:21][CH3:20])(=[O:18])=[O:17])[CH:12]=[CH:13][CH:14]=1)[C:2]1[CH:7]=[CH:6][CH:5]=[CH:4][CH:3]=1. Reported procedure: Under inert gas, 4.89 g of (3-benzyloxyphenyl)methanesulfonyl chloride were initially charged in 50 ml of THF, then, at a temperature of −20° C., 3.00 ml of 2,4-dimethoxybenzylamine were added dropwise and the reaction solution was allowed to come to 0° C. within 30 minutes. The reaction solution was diluted with 80 ml of ethyl acetate and washed with water, with 10% aqueous potassium hydrogensulfate solution, saturated aqueous sodium hydrogencarbonate solution and saturated sodium chloride solu... Starting materials: CC(C)OC(=O)/N=N/C(=O)OC(C)C (DIAD), FC=1C=C(C=C2C(CCC12)=O)N1C([C@@H](CC1)OC=1C=NC(=CC1)O)=O ((R)-1-(7-fluoro-3-oxo-indan-5-yl)-3-(6-hydroxy-pyridin-3-yloxy)-pyrrolidin-2-one), C(C)(C)O (isopropanol), C1(=CC=CC=C1)P(C1=CC=CC=C1)C1=CC=CC=C1 (triphenyiphosphine). Run in C1CCOC1.C(Cl)Cl.CN1CCCC1=O (THF DCM NMP). Conditions: temperature 40 celsius, time 12 hour. Product: FC=1C=C(C=C2C(CCC12)=O)N1C([C@@H](CC1)OC=1C=NC(=CC1)OC(C)C)=O ((R)-1-(7-Fluoro-3-oxo-indan-5-yl)-3-(6-isopropoxy-pyridin-3-yloxy)-pyrrolidin-2-one). As a reaction SMILES: [F:1][C:2]1[CH:3]=[C:4]([N:12]2[CH2:16][CH2:15][C@@H:14]([O:17][C:18]3[CH:19]=[N:20][C:21]([OH:24])=[CH:22][CH:23]=3)[C:13]2=[O:25])[CH:5]=[C:6]2[C:10]=1[CH2:9][CH2:8][C:7]2=[O:11].[CH:26](O)([CH3:28])[CH3:27].C1(P(C2C=CC=CC=2)C2C=CC=CC=2)C=CC=CC=1.CC(OC(/N=N/C(OC(C)C)=O)=O)C>C1COCC1.C(Cl)Cl.CN1C(=O)CCC1>[F:1][C:2]1[CH:3]=[C:4]([N:12]2[CH2:16][CH2:15][C@@H:14]([O:17][C:18]3[CH:19]=[N:20][C:21]([O:24][CH:26]([CH3:28])[CH3:27])=[CH:22][CH:23]=3)[C:13]2=[O:25])[CH:5]=[C:6]2[C:10]=1[CH2:9][CH2:8][C:7]2=[O:11] |f:4.5.6|. Procedure: To a mixture of (R)-1-(7-fluoro-3-oxo-indan-5-yl)-3-(6-hydroxy-pyridin-3-yloxy)-pyrrolidin-2-one (60 mg), isopropanol (30 mg) and solvent (THF/DCM/NMP 4:4:1, 5 mL) under argon was added triphenyiphosphine (polymer, 0.4 mmol). After 5 minutes DIAD (51 mg) was added. The mixture was shaken at 40° C. for 12 hours. The mixture was filtered and the filtrate was concentrated. The residue was purified by preparative HPLC to provide Example 2-24. 1H-NMR (400 MHz, DMSO) δ 7.99 (1H, dd, J=11.1, 1.8 Hz), 7... The reactants are COc1cccc(NS(=O)(=O)c2ccc(Br)cc2)c1, CI, [K+], [K+], O=C([O-])[O-], CN(C)C=O, O. Yields the product COc1cccc(N(C)S(=O)(=O)c2ccc(Br)cc2)c1. As a reaction SMILES: [Br:1][c:2]1[cH:3][cH:4][c:5]([S:8](=[O:9])(=[O:10])[NH:11][c:12]2[cH:13][c:14]([O:18][CH3:19])[cH:15][cH:16][cH:17]2)[cH:6][cH:7]1.[CH3:26][I:27].[K+:20].[K+:21].[O-:22][C:23]([O-:24])=[O:25].[O:28]=[CH:29][N:30]([CH3:31])[CH3:32].[OH2:33]>>[Br:1][c:2]1[cH:3][cH:4][c:5]([S:8](=[O:9])(=[O:10])[N:11]([c:12]2[cH:13][c:14]([O:18][CH3:19])[cH:15][cH:16][cH:17]2)[CH3:23])[cH:6][cH:7]1. The reactants are C(C)(C)(C)OC(=O)N1[C@@H](CC(C1)=NOC)C(=O)O ((2S,4EZ)-1-(tert-butoxycarbonyl)-4-(methoxyimino)-2-pyrrolidinecarboxylic acid), C1(=CC=C(C=C1)C(=O)Cl)C1=CC=CC=C1 ([1,1′-biphenyl]-4-carbonyl chloride), S1C(=CC=C1)CN (2-thienylmethylamine). Yields the product C1(=CC=C(C=C1)C(=O)N1[C@@H](CC(C1)=NOC)C(=O)NCC=1SC=CC1)C1=CC=CC=C1 ((2S,4EZ)-1-([1,1′-biphenyl]-4-ylcarbonyl)-4-(methoxyimino)-N-(2-thienylmethyl)-2-pyrrolidinecarboxamide). As a reaction SMILES: C(O[C:6]([N:8]1[CH2:12][C:11](=[N:13][O:14][CH3:15])[CH2:10][C@H:9]1[C:16]([OH:18])=O)=[O:7])(C)(C)C.[C:19]1([C:28]2[CH:33]=[CH:32][CH:31]=[CH:30][CH:29]=2)[CH:24]=[CH:23][C:22](C(Cl)=O)=[CH:21][CH:20]=1.[S:34]1[CH:38]=[CH:37][CH:36]=[C:35]1[CH2:39][NH2:40]>>[C:28]1([C:19]2[CH:20]=[CH:21][CH:22]=[CH:23][CH:24]=2)[CH:29]=[CH:30][C:31]([C:6]([N:8]2[CH2:12][C:11](=[N:13][O:14][CH3:15])[CH2:10][C@H:9]2[C:16]([NH:40][CH2:39][C:35]2[S:34][CH:38]=[CH:37][CH:36]=2)=[O:18])=[O:7])=[CH:32][CH:33]=1. Procedure details: Following the general method as outlined in Example 22, starting from (2S,4EZ)-1-(tert-butoxycarbonyl)-4-(methoxyimino)-2-pyrrolidinecarboxylic acid, [1,1′-biphenyl]-4-carbonyl chloride, and 2-thienylmethylamine the title compound was obtained in 78% purity by LC/MS. MS(ESI+): m/z=434.4.